Dataset: the Open Reaction Database (ORD), a public repository of structured organic reaction records. Task: describe an organic reaction: reactants, conditions, products, and yield The reactants are CC(=O)OC(C)=O, OCc1cc(-c2ccc(F)cc2F)on1, c1ccncc1. Product: CC(=O)OCc1cc(-c2ccc(F)cc2F)on1. RXN SMILES: [CH3:16][C:17](=[O:18])[O:19][C:20](=[O:21])[CH3:22].[F:1][c:2]1[c:3](-[c:9]2[cH:10][c:11]([CH2:14][OH:15])[n:12][o:13]2)[cH:4][cH:5][c:6]([F:8])[cH:7]1.[cH:23]1[cH:24][cH:25][n:26][cH:27][cH:28]1>>[F:1][c:2]1[c:3](-[c:9]2[cH:10][c:11]([CH2:14][O:15][C:17]([CH3:16])=[O:18])[n:12][o:13]2)[cH:4][cH:5][c:6]([F:8])[cH:7]1. Reactants: C(=O)(C(F)(F)F)O (TFA), N(N)C1=CC=C(N=N1)C1=CCN(CC1)C(=O)OC(C)(C)C (tert-butyl 4-(6-hydrazinylpyridazin-3-yl)-5,6-dihydropyridine-1(2H)-carboxylate). Conditions: temperature 70 celsius, time 24 hour. The product is N1CCC(=CC1)C=1C=CC=2N(N1)C(=NN2)C(F)(F)F (6-(1,2,3,6-tetrahydropyridin-4-yl)-3-(trifluoromethyl)-[1,2,4]triazolo[4,3-b]pyridazine). Yield: 20.3%. Reaction SMILES: [C:1](O)([C:3]([F:6])([F:5])[F:4])=O.[NH:8]([C:10]1[N:15]=[N:14][C:13]([C:16]2[CH2:21][CH2:20][N:19](C(OC(C)(C)C)=O)[CH2:18][CH:17]=2)=[CH:12][CH:11]=1)[NH2:9]>>[NH:19]1[CH2:18][CH:17]=[C:16]([C:13]2[CH:12]=[CH:11][C:10]3[N:15]([C:1]([C:3]([F:6])([F:5])[F:4])=[N:9][N:8]=3)[N:14]=2)[CH2:21][CH2:20]1. Procedure: TFA (2 mL) was added in one portion to tert-butyl 4-(6-hydrazinylpyridazin-3-yl)-5,6-dihydropyridine-1(2H)-carboxylate (480 mg, 1.65 mmol) which dissolved with a vigorous effervescence. The solution was stirred for 24 hours at 70° C. The solution was evaporated and the residue was dissolved in methanol. It was run on an SCX cartridge, eluting with 2M ammonia in methanol. Product containing fractions were evaporated to dryness and triturated with ether to afford 6-(1,2,3,6-tetrahydropyridin-4-yl)... Reactants: CCCCNCCCC, C1CCOC1, CCN(C(C)C)C(C)C, O=C(Cl)C(=O)Cl. Yields the product CCCCN(CCCC)C(=O)C(=O)Cl. As a reaction SMILES: [CH2:16]([CH2:17][CH2:18][CH3:19])[NH:20][CH2:21][CH2:22][CH2:23][CH3:24].[CH2:25]1[O:26][CH2:27][CH2:28][CH2:29]1.[CH:7]([N:8]([CH2:9][CH3:10])[CH:11]([CH3:12])[CH3:13])([CH3:14])[CH3:15].[Cl:1][C:2](=[O:3])[C:4](=[O:5])[Cl:6]>>[Cl:1][C:2](=[O:3])[C:4](=[O:5])[N:20]([CH2:16][CH2:17][CH2:18][CH3:19])[CH2:21][CH2:22][CH2:23][CH3:24]. Conditions: temperature 3.5 celsius, time 15 minute. The yield is 9.0%. Procedure: To a solution, cooled to 2-5°C. on an ice bath, of 1.88 g (22.41 mmol) of cyanoacetamide in 20 mL of anhydrous DMF are added portionwise 1.8 g (44.82 mmol) of 60% sodium hydride. The mixture is stirred for 15 minutes at 2-5°C., and this suspension is then added rapidly to a solution of 5.2 g (21.34 mmol) of the acid fluoride prepared in step 3.2 in 20 mL of anhydrous DMF precooled to 2-5°C. The mixture is stirred overnight at room temperature and then cooled to 2-5°C. on an ice bath, and 0.90 g ... Run in O (water). Reaction SMILES: [C:1]([CH2:3][C:4]([NH2:6])=[O:5])#[N:2].[H-].[Na+].[Cl:9][C:10]1(C(F)=O)[N:15]=[C:14]([NH:16][CH:17]2[CH2:21][CH2:20][CH2:19][CH2:18]2)[CH:13]=[CH:12][NH:11]1.Cl.CN([CH:29]=[O:30])C>O>[NH2:2][C:1]1[N:16]([CH:17]2[CH2:18][CH2:19][CH2:20][CH2:21]2)[C:14]2[N:15]=[C:10]([Cl:9])[N:11]=[CH:12][C:13]=2[C:29](=[O:30])[C:3]=1[C:4]([NH2:6])=[O:5] |f:1.2|. Yields the product NC1=C(C(C2=C(N=C(N=C2)Cl)N1C1CCCC1)=O)C(=O)N (7-Amino-2-chloro-8-cyclopentyl-5-oxo-5,8-dihydropyrido[2,3-d]pyrimidine-6-carboxamide). Starting materials: ClC1(NC=CC(=N1)NC1CCCC1)C(=O)F (2-Chloro-4-(cyclopentylamino)pyrimidinecarboxylic acid fluoride), CN(C)C=O (DMF), [H-].[Na+] (sodium hydride), C(#N)CC(=O)N (cyanoacetamide), CN(C)C=O (DMF), [H-].[Na+] (sodium hydride), Cl (HCl). Starting materials: CCOC(=O)C(=O)c1cn(Cc2ccccc2)c2cccc(-c3ccc(C(F)(F)F)cc3)c12, C1CCOC1, [K+], [OH-], O. Yields the product O=C(O)C(=O)c1cn(Cc2ccccc2)c2cccc(-c3ccc(C(F)(F)F)cc3)c12. As a reaction SMILES: [CH2:1]([c:2]1[cH:3][cH:4][cH:5][cH:6][cH:7]1)[n:8]1[cH:9][c:10]([C:27]([C:28](=[O:29])[O:30][CH2:31][CH3:32])=[O:33])[c:11]2[c:12](-[c:17]3[cH:18][cH:19][c:20]([C:23]([F:24])([F:25])[F:26])[cH:21][cH:22]3)[cH:13][cH:14][cH:15][c:16]12.[CH2:36]1[O:37][CH2:38][CH2:39][CH2:40]1.[K+:35].[OH-:34].[OH2:41]>>[CH2:1]([c:2]1[cH:3][cH:4][cH:5][cH:6][cH:7]1)[n:8]1[cH:9][c:10]([C:27]([C:28](=[O:29])[OH:30])=[O:33])[c:11]2[c:12](-[c:17]3[cH:18][cH:19][c:20]([C:23]([F:24])([F:25])[F:26])[cH:21][cH:22]3)[cH:13][cH:14][cH:15][c:16]12. Procedure: Potassium carbonate (4.14 g; 30 mmol) was added to a solution of 3,4-dihydroxy-1-nitrobenzene (1.55 g; 10 mmol) and benzyl bromide (3.42 g; 20 mmol) in acetone (100 ml). The reaction mixture was refluxed for 12 hours. After the removal of the solvent under reduced pressure, the residue was partitioned between ethyl acetate (150 ml) and water (50 ml). The ethyl acetate layer was washed with water (100 ml) and dried over anhydrous magnesium sulfate. Removal of the solvent under reduced pressure pr... Yields the product C(C1=CC=CC=C1)OC=1C=C(C=CC1OCC1=CC=CC=C1)[N+](=O)[O-] (3,4-Dibenzyloxy-1-nitro benzene). Solvent: CC(=O)C (acetone). Starting materials: C([O-])([O-])=O.[K+].[K+] (Potassium carbonate), OC=1C=C(C=CC1O)[N+](=O)[O-] (3,4-dihydroxy-1-nitrobenzene), C(C1=CC=CC=C1)Br (benzyl bromide). The yield is 141.3%. Reaction SMILES: [C:1](=[O:4])([O-])[O-].[K+].[K+].[OH:7][C:8]1[CH:9]=[C:10]([N+:15]([O-:17])=[O:16])[CH:11]=[CH:12][C:13]=1O.[CH2:18](Br)[C:19]1[CH:24]=[CH:23][CH:22]=[CH:21][CH:20]=1>CC(C)=O>[CH2:18]([O:7][C:8]1[CH:9]=[C:10]([N+:15]([O-:17])=[O:16])[CH:11]=[CH:12][C:13]=1[O:4][CH2:1][C:8]1[CH:9]=[CH:10][CH:11]=[CH:12][CH:13]=1)[C:19]1[CH:24]=[CH:23][CH:22]=[CH:21][CH:20]=1 |f:0.1.2|. Reactants: O=C([O-])[O-], CS(=O)(=O)OC1CCOCC1, CN(C)C=O, O=[N+]([O-])c1ccc(F)cc1O, [K+], [K+], O. Yields the product O=[N+]([O-])c1ccc(F)cc1OC1CCOCC1. As a reaction SMILES: [C:23](=[O:24])([O-:25])[O-:26].[CH3:12][S:13]([O:14][CH:17]1[CH2:18][CH2:19][O:20][CH2:21][CH2:22]1)(=[O:15])=[O:16].[CH3:30][N:31]([CH3:32])[CH:33]=[O:34].[F:1][c:2]1[cH:3][cH:4][c:5]([N+:9](=[O:10])[O-:11])[c:6]([OH:8])[cH:7]1.[K+:27].[K+:28].[OH2:29]>>[F:1][c:2]1[cH:3][cH:4][c:5]([N+:9](=[O:10])[O-:11])[c:6]([O:8][CH:17]2[CH2:18][CH2:19][O:20][CH2:21][CH2:22]2)[cH:7]1. Procedure: In the procedure of Example 4(A), 2-methyltetradecanol was substituted for cis-11-tetradecenol and 5-bromo-2-furoic acid substituted for 5-chloro-2-furoic acid to yield 5-(2-methyltetradecyloxy)-2-furancarboxylic acid, M.P. 88°-90° C. Reactants: CC(CO)CCCCCCCCCCCC (2-methyltetradecanol), ClC1=CC=C(O1)C(=O)O (5-chloro-2-furoic acid), C(CCCCCCCCC\C=C/CC)O (cis-11-tetradecenol), BrC1=CC=C(O1)C(=O)O (5-bromo-2-furoic acid). As a reaction SMILES: [CH3:1][CH:2]([CH2:5][CH2:6][CH2:7][CH2:8][CH2:9][CH2:10][CH2:11][CH2:12][CH2:13][CH2:14][CH2:15][CH3:16])[CH2:3][OH:4].C(O)CCCCCCCCC/C=C\CC.Br[C:33]1[O:37][C:36]([C:38]([OH:40])=[O:39])=[CH:35][CH:34]=1.ClC1OC(C(O)=O)=CC=1>>[CH3:1][CH:2]([CH2:5][CH2:6][CH2:7][CH2:8][CH2:9][CH2:10][CH2:11][CH2:12][CH2:13][CH2:14][CH2:15][CH3:16])[CH2:3][O:4][C:33]1[O:37][C:36]([C:38]([OH:40])=[O:39])=[CH:35][CH:34]=1. Yields the product CC(COC1=CC=C(O1)C(=O)O)CCCCCCCCCCCC (5-(2-methyltetradecyloxy)-2-furancarboxylic acid). Starting materials: CN1C(=C(C2=CC=CC=C12)C(C)=O)C (1-(1,2-dimethyl-1H-indol-3-yl)-1-ethanone), C=O (paraformaldehyde), Cl.CNC (dimethylamine hydrochloride). Run in C(C)O (ethanol). Product: CN(CCC(=O)C1=C(N(C2=CC=CC=C12)C)C)C (3-(Dimethylamino)-1-(1,2-dimethyl-1H-indol-3-yl)-1-propanone). RXN SMILES: [CH3:1][N:2]1[C:10]2[C:5](=[CH:6][CH:7]=[CH:8][CH:9]=2)[C:4]([C:11](=[O:13])[CH3:12])=[C:3]1[CH3:14].[CH2:15]=O.Cl.[CH3:18][NH:19][CH3:20]>C(O)C>[CH3:18][N:19]([CH3:15])[CH2:20][CH2:12][C:11]([C:4]1[C:5]2[C:10](=[CH:9][CH:8]=[CH:7][CH:6]=2)[N:2]([CH3:1])[C:3]=1[CH3:14])=[O:13] |f:2.3|. Procedure details: A mixture of 1-(1,2-dimethyl-1H-indol-3-yl)-1-ethanone (0.9 g), paraformaldehyde (0.43 g) and dimethylamine hydrochloride (1.2 g) in ethanol (60 ml) was heated at reflux for 18 h, cooled, and the solvent evaporated in vacuo. The residue was partitioned between sodium carbonate (2N; 50 ml) and ethyl acetate (2×50 ml) and the combined organic extracts were dried and evaporated in vacuo to give an oil. This oil was chromatographed eluting with System A to give the title compound, which on standing ... The reactants are 19, CC1(CCC2=C3CCC=4C=C(C=CC4C3=CC=C12)O)C (7,15,16,17-tetrahydro-17,17-dimethyl-6H-cyclopenta[ a]phenanthren-3-ol), C1(=CC=CC=C1)C (toluene), [H-].[Na+] (sodium hydride), resultant mixture, BrC(C(=O)O)(C)C (2-bromo-2-methylpropanoic acid). The solvent is O (water). Yields the product CC(C(=O)O)(C)OC=1C=CC=2C3=CC=C4C(CCC4=C3CCC2C1)(C)C (2-methyl-2-[(7,15,16,17-tetrahydro-17,17-dimethyl-6H-cyclopenta[a]phenanthren-3-yl)oxy]propanoic acid). Reaction SMILES: [CH3:1][C:2]1([CH3:20])[C:18]2[C:5](=[C:6]3[C:15](=[CH:16][CH:17]=2)[C:14]2[CH:13]=[CH:12][C:11]([OH:19])=[CH:10][C:9]=2[CH2:8][CH2:7]3)[CH2:4][CH2:3]1.C1(C)C=CC=CC=1.[H-].[Na+].Br[C:31]([CH3:36])([CH3:35])[C:32]([OH:34])=[O:33]>O>[CH3:35][C:31]([O:19][C:11]1[CH:12]=[CH:13][C:14]2[C:15]3[C:6]([CH2:7][CH2:8][C:9]=2[CH:10]=1)=[C:5]1[C:18]([C:2]([CH3:20])([CH3:1])[CH2:3][CH2:4]1)=[CH:17][CH:16]=3)([CH3:36])[C:32]([OH:34])=[O:33] |f:2.3|. Reported procedure: To a solution of 19 parts of 7,15,16,17-tetrahydro-17,17-dimethyl-6H-cyclopenta[ a]phenanthren-3-ol in 800 parts of toluene is added 13 parts of a 50% dispersion of sodium hydride in mineral oil. The resultant mixture is stirred and heated at the boiling point under reflux in an atmosphere of nitrogen for 1 hour, then cooled, whereupon approximately 13 parts 2-bromo-2-methylpropanoic acid is introduced. The mixture thus obtained is stirred and heated at the boiling point under reflux in a nitrog...